Dataset: the Open Reaction Database (ORD), a public repository of structured organic reaction records. Task: describe an organic reaction: reactants, conditions, products, and yield Starting materials: CC(C)(C)OC(=O)N1CC(NC(=O)CNC(=O)c2cc(F)cc(C(F)(F)F)c2)C1, O=C(O)C(F)(F)F. The product is O=C(CNC(=O)c1cc(F)cc(C(F)(F)F)c1)NC1CNC1. Reaction SMILES: [C:8]([O:9][C:10](=[O:11])[N:15]1[CH2:16][CH:17]([NH:19][C:20]([CH2:21][NH:22][C:23]([c:24]2[cH:25][c:26]([C:31]([F:32])([F:33])[F:34])[cH:27][c:28]([F:30])[cH:29]2)=[O:35])=[O:36])[CH2:18]1)([CH3:12])([CH3:13])[CH3:14].[F:1][C:2]([F:3])([F:4])[C:5]([OH:6])=[O:7]>>[NH:15]1[CH2:16][CH:17]([NH:19][C:20]([CH2:21][NH:22][C:23]([c:24]2[cH:25][c:26]([C:31]([F:32])([F:33])[F:34])[cH:27][c:28]([F:30])[cH:29]2)=[O:35])=[O:36])[CH2:18]1. The reactants are NC1=C(N=C(S1)NC1=CC2=CC=CC=C2C=C1)C(=O)N (5-amino-2-(naphthalen-2-ylamino)thiazole-4-carboxamide), CC1=C(C=C(C(=O)Cl)C=C1)[N+](=O)[O-] (4-methyl-3-nitrobenzoyl chloride). The solvent is N1=CC=CC=C1 (pyridine), N1=CC=CC=C1 (pyridine). Conditions: time 16 hour. Yields the product CC1=C(C=C(C(=O)NC2=C(N=C(S2)NC2=CC3=CC=CC=C3C=C2)C(=O)N)C=C1)[N+](=O)[O-] (5-(4-methyl-3-nitrobenzamido)-2-(naphthalen-2-ylamino)thiazole-4-carboxamide). Yield: 66.0%. RXN SMILES: [NH2:1][C:2]1[S:6][C:5]([NH:7][C:8]2[CH:17]=[CH:16][C:15]3[C:10](=[CH:11][CH:12]=[CH:13][CH:14]=3)[CH:9]=2)=[N:4][C:3]=1[C:18]([NH2:20])=[O:19].[CH3:21][C:22]1[CH:30]=[CH:29][C:25]([C:26](Cl)=[O:27])=[CH:24][C:23]=1[N+:31]([O-:33])=[O:32]>N1C=CC=CC=1>[CH3:21][C:22]1[CH:30]=[CH:29][C:25]([C:26]([NH:1][C:2]2[S:6][C:5]([NH:7][C:8]3[CH:17]=[CH:16][C:15]4[C:10](=[CH:11][CH:12]=[CH:13][CH:14]=4)[CH:9]=3)=[N:4][C:3]=2[C:18]([NH2:20])=[O:19])=[O:27])=[CH:24][C:23]=1[N+:31]([O-:33])=[O:32]. Reported procedure: To a mixture of 5-amino-2-(naphthalen-2-ylamino)thiazole-4-carboxamide (0.2 g, 0.70 mmol) in pyridine (5 mL) was added a solution of 4-methyl-3-nitrobenzoyl chloride in pyridine (3 mL) at 0° C. under nitrogen atmosphere. The mixture was allowed to warm up to rt, and stirred for 16 hrs at rt. The solvent was evaporated, and the crude residue was suspended into EtOAc (20 mL). The resulting solids were collected by filtration and washed with MeOH (2×5 mL) to give 0.21 g (66% yield) of the titled co...